Task: describe an organic reaction: reactants, conditions, products, and yield. Dataset: the Open Reaction Database (ORD), a public repository of structured organic reaction records Starting materials: [H-].C(C(C)C)[Al+]CC(C)C (Diisobutylaluminium hydride), C(C)OC(=O)C1CCC2(OCCO2)CC1 (1,4-Dioxa-spiro[4.5]decane-8-carboxylic Acid Ethyl Ester), C1(=CC=CC=C1)C (toluene). Product: O1CCOC12CCC(CC2)C=O (1,4-Dioxa-spiro[4.5]decane-8-carbaldehyde). RXN SMILES: [H-].C([Al+]CC(C)C)C(C)C.C([O:13][C:14]([CH:16]1[CH2:25][CH2:24][C:19]2([O:23][CH2:22][CH2:21][O:20]2)[CH2:18][CH2:17]1)=O)C.C1(C)C=CC=CC=1>>[O:20]1[C:19]2([CH2:24][CH2:25][CH:16]([CH:14]=[O:13])[CH2:17][CH2:18]2)[O:23][CH2:22][CH2:21]1 |f:0.1|. Procedure details: Diisobutylaluminium hydride (1.5 M solution in toluene, 102 ml, 153 mmol) was added dropwise to a solution of 1,4-dioxa-spiro[4.5]decane-8-carboxylic acid ethyl ester 2 (32.13 g, 150 mmol) in absol. toluene (160 mol) at −70 to −65° C. under argon and the mixture was stirred for 30 min. The mixture was then quenched at −70 to −60° C. by addition of methanol (80 ml). The reaction solution was warmed to RT, saturated sodium chloride solution (100 ml) was added, and the reaction solution was filtere... The product is COCCCOC1=C(C=CC=C1)N1C=CC2=CC=CC=C12 (1-[2-(3-Methoxy-propoxy)-phenyl]-1H-indole). RXN SMILES: I[C:2]1[CH:7]=[CH:6][CH:5]=[CH:4][C:3]=1[O:8][CH2:9][CH2:10][CH2:11][O:12][CH3:13].[NH:14]1[C:22]2[C:17](=[CH:18][CH:19]=[CH:20][CH:21]=2)[CH:16]=[CH:15]1.N1CCC[C@H]1C(O)=O.C(=O)([O-])[O-].[K+].[K+]>CS(C)=O.[Cu]I>[CH3:13][O:12][CH2:11][CH2:10][CH2:9][O:8][C:3]1[CH:4]=[CH:5][CH:6]=[CH:7][C:2]=1[N:14]1[C:22]2[C:17](=[CH:18][CH:19]=[CH:20][CH:21]=2)[CH:16]=[CH:15]1 |f:3.4.5|. Reported procedure: A mixture of the compound of step 1 (8.00 g, 27.4 mmol), indole (3.21 g, 27.4 mmol), copper(I) iodide (522 mg, 2.74 mmol), L-proline (636 mg, 5.48 mmol) and potassium carbonate (7.68 g, 54.8 mmol) in DMSO (50 ml) was stirred for 26 h at 125° C. The mixture was quenched with water and extracted with EA. The organic layer was separated, dried over sodium sulfate, filtered and evaporated. The residue was purified by preparative HPLC. The eluate was lyophilized overnight to give 3.10 g of the title ... Isolated yield 40.2%. The reagents and catalysts are [Cu]I (copper(I) iodide). Reaction conditions: temperature 125 celsius, time 26 hour. Run in CS(=O)C (DMSO). Reactants: IC1=C(C=CC=C1)OCCCOC (1-Iodo-2-(3-methoxy-propoxy)-benzene), N1C=CC2=CC=CC=C12 (indole), N1[C@H](C(=O)O)CCC1 (L-proline), C([O-])([O-])=O.[K+].[K+] (potassium carbonate). Starting materials: ClC(Cl)Cl, O=C(OC(=O)C(F)(F)F)C(F)(F)F, [NH4+], O=[N+]([O-])[O-], CCCC1c2c(Cl)cccc2NS1(=O)=O. Product: CCCC1c2c(Cl)ccc([N+](=O)[O-])c2NS1(=O)=O. RXN SMILES: [CH:34]([Cl:35])([Cl:36])[Cl:37].[F:21][C:22]([F:23])([F:24])[C:25]([O:26][C:27](=[O:28])[C:29]([F:30])([F:31])[F:32])=[O:33].[NH4+:16].[O-:17][N+:18]([O-:19])=[O:20].[O:1]=[S:2]1(=[O:15])[NH:3][c:4]2[c:5]([c:10]([Cl:14])[cH:11][cH:12][cH:13]2)[CH:6]1[CH2:7][CH2:8][CH3:9]>>[O:1]=[S:2]1(=[O:15])[NH:3][c:4]2[c:5]([c:10]([Cl:14])[cH:11][cH:12][c:13]2[N+:18](=[O:17])[O-:19])[CH:6]1[CH2:7][CH2:8][CH3:9]. Starting materials: C(C)(C)(C)OC(NCC1=C(C=CC(=C1)NC(C1=NN(C(N1)=O)C1=NC=CC=N1)C1=C(C(=CC(=C1)CC)OCCO)F)C#N)=O ([2-cyano-5-({[5-ethyl-2-fluoro-3-(2-hydroxyethoxy)phenyl]-(5-oxo-1-pyrimidin-2-yl-4,5-dihydro-1H-[1,2,4]triazol-3-yl)methyl}amino)benzyl]carbamic acid t-butyl ester), ClCCl (dichloromethane), C(C)(=O)OCC.Cl (hydrogen chloride-ethyl acetate). The solvent is C1(=CC=CC=C1)C (Toluene). Reaction conditions: time 4 hour. Yields the product C(C)C=1C=C(C(=C(C1)C(C=1NC(N(N1)C1=NC=CC=N1)=O)NC=1C=C2CNC(C2=CC1)=N)F)OCCO (5-{[5-Ethyl-2-fluoro-3-(2-hydroxyethoxy)phenyl]-(1-imino-2,3-dihydro-1H-isoindol-5-ylamino)methyl}-2-pyrimidin-2-yl-2,4-dihydro-[1,2,4]triazol-3-one). Isolated yield 42.1%. Reaction SMILES: C(OC(=O)[NH:7][CH2:8][C:9]1[CH:14]=[C:13]([NH:15][CH:16]([C:29]2[CH:34]=[C:33]([CH2:35][CH3:36])[CH:32]=[C:31]([O:37][CH2:38][CH2:39][OH:40])[C:30]=2[F:41])[C:17]2[NH:21][C:20](=[O:22])[N:19]([C:23]3[N:28]=[CH:27][CH:26]=[CH:25][N:24]=3)[N:18]=2)[CH:12]=[CH:11][C:10]=1[C:42]#[N:43])(C)(C)C.ClCCl.C(OCC)(=O)C.Cl>C1(C)C=CC=CC=1>[CH2:35]([C:33]1[CH:32]=[C:31]([O:37][CH2:38][CH2:39][OH:40])[C:30]([F:41])=[C:29]([CH:16]([NH:15][C:13]2[CH:14]=[C:9]3[C:10](=[CH:11][CH:12]=2)[C:42](=[NH:43])[NH:7][CH2:8]3)[C:17]2[NH:21][C:20](=[O:22])[N:19]([C:23]3[N:24]=[CH:25][CH:26]=[CH:27][N:28]=3)[N:18]=2)[CH:34]=1)[CH3:36] |f:2.3|. Procedure: To a mixture of [2-cyano-5-({[5-ethyl-2-fluoro-3-(2-hydroxyethoxy)phenyl]-(5-oxo-1-pyrimidin-2-yl-4,5-dihydro-1H-[1,2,4]triazol-3-yl)methyl}amino)benzyl]carbamic acid t-butyl ester (34.2 mg) and dichloromethane (1.5 mL) there was added a 4N hydrogen chloride-ethyl acetate solution, and the mixture was stirred at room temperature for 4 hours. Toluene (10 mL) was added to the mixture, and the solvent in the mixture was distilled off. The residue was purified by reverse-phase high performance liqui... Reactants: [Si](C)(C)(C(C)(C)C)O[C@H]1[C@H]([C@H](OC1)C=1C=NC=CC1)CC\C=C/CCC(=O)OC (methyl (Z)-(2S,3S,4S)-7-[4-(t-butyldimethylsilyloxy)-2-(3-pyridyl)tetrahydrofuran-3-yl]-4-heptenoate), Cl (HCl). Solvent: CO (methanol). Run at time 8 hour. Product: O[C@H]1[C@@H]([C@H](OC1)C=1C=NC=CC1)CC\C=C/CCC(=O)OC (methyl (Z)-(2S,3S,4S)-7-[4-hydroxy-2-(3-pyridyl)-tetrahydrofuran-3-yl]-4-heptenoate). Isolated yield 88.8%. RXN SMILES: [Si]([O:8][C@@H:9]1[CH2:13][O:12][C@H:11]([C:14]2[CH:15]=[N:16][CH:17]=[CH:18][CH:19]=2)[C@@H:10]1[CH2:20][CH2:21]/[CH:22]=[CH:23]\[CH2:24][CH2:25][C:26]([O:28][CH3:29])=[O:27])(C(C)(C)C)(C)C.Cl>CO>[OH:8][C@@H:9]1[CH2:13][O:12][C@H:11]([C:14]2[CH:15]=[N:16][CH:17]=[CH:18][CH:19]=2)[C@H:10]1[CH2:20][CH2:21]/[CH:22]=[CH:23]\[CH2:24][CH2:25][C:26]([O:28][CH3:29])=[O:27]. Reported procedure: A solution of 25.7 g (0.0612 mol) of methyl (Z)-(2S,3S,4S)-7-[4-(t-butyldimethylsilyloxy)-2-(3-pyridyl)tetrahydrofuran-3-yl]-4-heptenoate in 257 ml of methanol is bubbled with HCl gas for about 2 min to give a strongly acidic solution. The mixture is allowed to stand at 0° C. overnight and evaporated. The residue is dissolved in 100 ml of water and extracted with ethyl acetate (2×). The ethyl acetate extracts are discarded. The aqueous layer is diluted with 150 ml of methylene chloride and neutr... The solvent is CN(C=O)C (dimethylformamide). Yields the product CN1N=NN=C1SCCCN(CC)CC (1-methyl-5-[3-(N,N-diethylamino)propylthio]-1,2,3,4-tetrazole). RXN SMILES: [CH3:1][N:2]1[C:6]([S:7][CH2:8][CH2:9][CH2:10]Cl)=[N:5][N:4]=[N:3]1.[I-].[Na+].[CH2:14]([NH:16][CH2:17][CH3:18])[CH3:15]>CN(C)C=O>[CH3:1][N:2]1[C:6]([S:7][CH2:8][CH2:9][CH2:10][N:16]([CH2:17][CH3:18])[CH2:14][CH3:15])=[N:5][N:4]=[N:3]1 |f:1.2|. Reported procedure: 1-Methyl-5-(3-chloropropylthio)-1,2,3,4-tetrazole (3.8 g) is dissolved in dimethylformamide (50 ml). To the mixture are added sodium iodide (3 g) and diethylamine (4.4 g) and the mixture is stirred at 60°-70° C. for 3 hours. Dimethylformamide is distilled off under reduced pressure, and the residue is purified by alumina column chromatography (basic alumina, made by Merk & Co.), followed by eluting with n-hexane to give 1-methyl-5-[3-(N,N-diethylamino)propylthio]-1,2,3,4-tetrazole (1.1 g), color... Isolated yield 24.3%. Conditions: time 3 hour. Starting materials: [I-].[Na+] (sodium iodide), C(C)NCC (diethylamine), CN1N=NN=C1SCCCCl (1-Methyl-5-(3-chloropropylthio)-1,2,3,4-tetrazole). Reactants: CCC(O)C1CN(Cc2ccccc2)CC1c1ccc(Cl)c(Cl)c1, N#Cc1ccc(Cl)nc1, [H-], [Na+], CN(C)C=O. The product is CCC(Oc1ccc(C#N)cn1)C1CN(Cc2ccccc2)CC1c1ccc(Cl)c(Cl)c1. RXN SMILES: [CH2:1]([c:2]1[cH:3][cH:4][cH:5][cH:6][cH:7]1)[N:8]1[CH2:9][CH:10]([CH:21]([CH2:22][CH3:23])[OH:24])[CH:11]([c:13]2[cH:14][c:15]([Cl:20])[c:16]([Cl:19])[cH:17][cH:18]2)[CH2:12]1.[Cl:25][c:26]1[n:27][cH:28][c:29]([C:30]#[N:31])[cH:32][cH:33]1.[H-:34].[Na+:35].[O:36]=[CH:37][N:38]([CH3:39])[CH3:40]>>[CH2:1]([c:2]1[cH:3][cH:4][cH:5][cH:6][cH:7]1)[N:8]1[CH2:9][CH:10]([CH:21]([CH2:22][CH3:23])[O:24][c:26]2[n:27][cH:28][c:29]([C:30]#[N:31])[cH:32][cH:33]2)[CH:11]([c:13]2[cH:14][c:15]([Cl:20])[c:16]([Cl:19])[cH:17][cH:18]2)[CH2:12]1.